From a dataset of the Open Reaction Database (ORD), a public repository of structured organic reaction records. describe an organic reaction: reactants, conditions, products, and yield Reaction conditions: time 18 hour. Reactants: ClC1=CC=C(CNC(=O)C=2C(C3=C(N(C2)C(C)C)SC(=C3)I)=O)C=C1 (N-(4-chlorobenzyl)-2-iodo-7-isopropyl-4-oxo-4,7-dihydrothieno[2,3-b]pyridine-5-carboxamide), C(C#C)O (propargyl alcohol). The reagents and catalysts are [Cu](I)I (copper iodide), Cl[Pd]([P](C1=CC=CC=C1)(C2=CC=CC=C2)C3=CC=CC=C3)([P](C4=CC=CC=C4)(C5=CC=CC=C5)C6=CC=CC=C6)Cl (Pd(PPh3)2Cl2). Solvent: C(C)NCC (diethylamine). As a reaction SMILES: [Cl:1][C:2]1[CH:25]=[CH:24][C:5]([CH2:6][NH:7][C:8]([C:10]2[C:11](=[O:23])[C:12]3[CH:21]=[C:20](I)[S:19][C:13]=3[N:14]([CH:16]([CH3:18])[CH3:17])[CH:15]=2)=[O:9])=[CH:4][CH:3]=1.[CH2:26]([OH:29])[C:27]#[CH:28]>C(NCC)C.[Cu](I)I.Cl[Pd](Cl)([P](C1C=CC=CC=1)(C1C=CC=CC=1)C1C=CC=CC=1)[P](C1C=CC=CC=1)(C1C=CC=CC=1)C1C=CC=CC=1>[Cl:1][C:2]1[CH:25]=[CH:24][C:5]([CH2:6][NH:7][C:8]([C:10]2[C:11](=[O:23])[C:12]3[CH:21]=[C:20]([C:28]#[C:27][CH2:26][OH:29])[S:19][C:13]=3[N:14]([CH:16]([CH3:18])[CH3:17])[CH:15]=2)=[O:9])=[CH:4][CH:3]=1 |^1:40,59|. Procedure details: To a suspension of N-(4-chlorobenzyl)-2-iodo-7-isopropyl-4-oxo-4,7-dihydrothieno[2,3-b]pyridine-5-carboxamide (Example No. 26) (0.717 g) in diethylamine (20 mL) is added copper iodide (0.084 g) and Pd(PPh3)2Cl2 (0.052 g) followed by addition of propargyl alcohol (0.12 mL). The reaction is stirred at rt for 18 h. The diethylamine is removed in vacuo and the resulting brown solid is purified via column chromatography (CH2Cl2:CH3OH; 98:2). Fractions homogeneous by TLC are combined and concentrated ... Product: ClC1=CC=C(CNC(=O)C=2C(C3=C(N(C2)C(C)C)SC(=C3)C#CCO)=O)C=C1 (N-(4-Chlorobenzyl)-2-(3-hydroxy-1-propynyl)-7-isopropyl-4-oxo-4,7-dihydrothieno[2,3-b]pyridine-5-carboxamide). The yield is 46.0%. The reactants are C(CC(O)(C(=O)O)CC(=O)O)(=O)O (citric acid), solution, C(CCC)[Li] (n-butyllithium), Cl.C(N)(=N)C1=CC=C(C=C1)NCC1=NC2=C(N1C)C=CC(=C2)CN2C(=NC(=C2)C(=O)OCC)C (2-(4-amidinophenylaminomethyl)-1-methyl-5-[(2-methyl-4-ethoxycarbonyl-imidazol-1-yl)-methyl]-benzimidazole-hydrochloride), C(C)(C)NC(C)C (diisopropylamine), ClC1=CC=C(C=C1)C(C(=O)OC)C (methyl 2-(4-chloro-phenyl)-propionate), C=O (Formaldehyde). Run in C(C)(=O)O (acetic acid), O1CCCC1 (tetrahydrofuran), O1CCCC1 (tetrahydrofuran). The product is ClC1=CC=C(C=C1)C(C(=O)OC)(CO)C (Methyl 2-(4-chloro-phenyl)-3-hydroxy-2-methyl-propionate). As a reaction SMILES: C([Li])CCC.Cl.C(C1C=CC(NCC2N(C)C3C=CC(CN4C=C([C:34]([O:36][CH2:37]C)=[O:35])N=C4C)=CC=3N=2)=CC=1)(=N)N.C(N[CH:44]([CH3:46])[CH3:45])(C)C.[Cl:47][C:48]1[CH:53]=[CH:52][C:51](C(C)C(OC)=O)=[CH:50][CH:49]=1.C=O.C(O)(=O)CC(CC(O)=O)(C(O)=O)[OH:65]>O1CCCC1.C(O)(=O)C>[Cl:47][C:48]1[CH:49]=[CH:50][C:51]([C:44]([CH3:45])([CH2:46][OH:65])[C:34]([O:36][CH3:37])=[O:35])=[CH:52][CH:53]=1 |f:1.2|. Reported procedure: 35 ml of a 1.6 molar solution of n-butyllithium in hexane 10 (61 mmol) are added dropwise to a solution of 8.1 ml of diisopropylamine (85 mmol)l in 20 ml tetrahydrofuran at −78° C. Then a solution of 10.0 g (50 mmol) of methyl 2-(4-chloro-phenyl)-propionate in 30 ml tetrahydrofuran is added dropwise at −78° C. Formaldehyde gas is then piped into the reaction mixture at −20° C. for 30 minutes. After the addition of 5% citric acid and glacial acetic acid the mixture is extracted with ethyl acetate... Reactants: CCOC(=O)c1noc(C(CCCC2CCCCC2)CC(=O)OC(C)(C)C)n1, CNCc1ccccc1, CCO. Yields the product CN(Cc1ccccc1)C(=O)c1noc(C(CCCC2CCCCC2)CC(=O)OC(C)(C)C)n1. Reaction SMILES: [C:1]([CH3:2])([CH3:3])([CH3:4])[O:5][C:6]([CH2:7][CH:8]([CH2:9][CH2:10][CH2:11][CH:12]1[CH2:13][CH2:14][CH2:15][CH2:16][CH2:17]1)[c:18]1[n:19][c:20]([C:23](=[O:24])[O:25][CH2:26][CH3:27])[n:21][o:22]1)=[O:28].[CH2:29]([c:30]1[cH:31][cH:32][cH:33][cH:34][cH:35]1)[NH:36][CH3:37].[CH3:38][CH2:39][OH:40]>>[C:1]([CH3:2])([CH3:3])([CH3:4])[O:5][C:6]([CH2:7][CH:8]([CH2:9][CH2:10][CH2:11][CH:12]1[CH2:13][CH2:14][CH2:15][CH2:16][CH2:17]1)[c:18]1[n:19][c:20]([C:23](=[O:24])[N:36]([CH2:29][c:30]2[cH:31][cH:32][cH:33][cH:34][cH:35]2)[CH3:37])[n:21][o:22]1)=[O:28]. The reactants are CN(C)c1nc(NC2CCN(Cc3ccccc3)C2)nc2ccccc12, CO, [OH-], [OH-], [Pd+2]. Product: CN(C)c1nc(NC2CCNC2)nc2ccccc12. As a reaction SMILES: [CH2:1]([c:2]1[cH:3][cH:4][cH:5][cH:6][cH:7]1)[N:8]1[CH2:9][CH:10]([NH:13][c:14]2[n:15][c:16]3[cH:17][cH:18][cH:19][cH:20][c:21]3[c:22]([N:24]([CH3:25])[CH3:26])[n:23]2)[CH2:11][CH2:12]1.[CH3:27][OH:28].[OH-:29].[OH-:30].[Pd+2:31]>>[NH:8]1[CH2:9][CH:10]([NH:13][c:14]2[n:15][c:16]3[cH:17][cH:18][cH:19][cH:20][c:21]3[c:22]([N:24]([CH3:25])[CH3:26])[n:23]2)[CH2:11][CH2:12]1. The reactants are CC(=O)Oc1ccc(-c2ccc(F)cc2)cc1C(=O)O, O=C(O)c1cc(-c2ccc(F)cc2)ccc1O. Product: CC(=O)Oc1ccccc1C(=O)O. RXN SMILES: [C:1]([CH3:2])(=[O:3])[O:4][c:5]1[c:6]([C:7](=[O:8])[OH:9])[cH:10][c:11](-[c:14]2[cH:15][cH:16][c:17]([F:18])[cH:19][cH:20]2)[cH:12][cH:13]1.[OH:21][c:22]1[cH:23][cH:24][c:25](-[c:26]2[cH:27][cH:28][c:29]([F:30])[cH:31][cH:32]2)[cH:33][c:34]1[C:35]([OH:36])=[O:37]>>[C:1]([CH3:2])(=[O:3])[O:4][c:5]1[c:6]([C:7](=[O:8])[OH:9])[cH:10][cH:11][cH:12][cH:13]1. The reactants are CCO, [Cl-], Cl, Cc1c(C)c([N+](=O)[O-])c(C)c2c1OC(C)(CN1CCc3c([nH]c4ccccc34)C1)C2, [Na+], [OH-]. Product: Cc1c(C)c2c(c(C)c1N)CC(C)(CN1CCc3c([nH]c4ccccc34)C1)O2. Reaction SMILES: [CH3:35][CH2:36][OH:37].[Cl-:31].[ClH:32].[N+:1]([O-:2])(=[O:3])[c:4]1[c:5]([CH3:30])[c:6]([CH3:29])[c:7]2[c:8]([c:27]1[CH3:28])[CH2:9][C:10]([CH3:12])([CH2:13][N:14]1[CH2:15][c:16]3[nH:17][c:18]4[cH:19][cH:20][cH:21][cH:22][c:23]4[c:24]3[CH2:25][CH2:26]1)[O:11]2.[Na+:34].[OH-:33]>>[NH2:1][c:4]1[c:5]([CH3:30])[c:6]([CH3:29])[c:7]2[c:8]([c:27]1[CH3:28])[CH2:9][C:10]([CH3:12])([CH2:13][N:14]1[CH2:15][c:16]3[nH:17][c:18]4[cH:19][cH:20][cH:21][cH:22][c:23]4[c:24]3[CH2:25][CH2:26]1)[O:11]2. Reactants: O=C([O-])[O-], CC(C)(C)c1ccc2c(c1)NC(=O)CO2, CCCCCCC, CCOC(C)=O, ClCCCI, [Cs+], [Cs+]. Product: CC(C)(C)c1ccc2c(c1)N(CCCCl)C(=O)CO2. RXN SMILES: [C:16](=[O:17])([O-:18])[O-:19].[C:1]([CH3:2])([CH3:3])([CH3:4])[c:5]1[cH:6][cH:7][c:8]2[c:9]([cH:15]1)[NH:10][C:11](=[O:14])[CH2:12][O:13]2.[CH3:27][CH2:28][CH2:29][CH2:30][CH2:31][CH2:32][CH3:33].[CH3:34][CH2:35][O:36][C:37]([CH3:38])=[O:39].[Cl:22][CH2:23][CH2:24][CH2:25][I:26].[Cs+:20].[Cs+:21]>>[C:1]([CH3:2])([CH3:3])([CH3:4])[c:5]1[cH:6][cH:7][c:8]2[c:9]([cH:15]1)[N:10]([CH2:25][CH2:24][CH2:23][Cl:22])[C:11](=[O:14])[CH2:12][O:13]2.